This data is from the Open Reaction Database (ORD), a public repository of structured organic reaction records. The task is: describe an organic reaction: reactants, conditions, products, and yield Starting materials: CCOCCOc1cc(C)c(-c2cccc(CNc3ccc(OCC(=O)OCC)cc3)c2)c(C)c1, CO, [K+], C1CCOC1, [OH-], O, O=C(O)CC(O)(CC(=O)O)C(=O)O. Product: CCOCCOc1cc(C)c(-c2cccc(CNc3ccc(OCC(=O)O)cc3)c2)c(C)c1. As a reaction SMILES: [CH2:1]([CH3:2])[O:3][CH2:4][CH2:5][O:6][c:7]1[cH:8][c:9]([CH3:35])[c:10](-[c:14]2[cH:15][c:16]([CH2:20][NH:21][c:22]3[cH:23][cH:24][c:25]([O:26][CH2:27][C:28](=[O:29])[O:30][CH2:31][CH3:32])[cH:33][cH:34]3)[cH:17][cH:18][cH:19]2)[c:11]([CH3:13])[cH:12]1.[CH3:52][OH:53].[K+:37].[O:54]1[CH2:55][CH2:56][CH2:57][CH2:58]1.[OH-:36].[OH2:38].[OH:39][C:40]([CH2:41][C:42]([C:43](=[O:44])[OH:45])([CH2:46][C:47](=[O:48])[OH:49])[OH:50])=[O:51]>>[CH2:1]([CH3:2])[O:3][CH2:4][CH2:5][O:6][c:7]1[cH:8][c:9]([CH3:35])[c:10](-[c:14]2[cH:15][c:16]([CH2:20][NH:21][c:22]3[cH:23][cH:24][c:25]([O:26][CH2:27][C:28](=[O:29])[OH:30])[cH:33][cH:34]3)[cH:17][cH:18][cH:19]2)[c:11]([CH3:13])[cH:12]1. Starting materials: ClC=1C=CC=C2C(N(C(N(C12)C)=O)C1CCN(CC1)C(=O)OCC)=O (8-chloro-3-(1-ethoxycarbonyl-4-piperidinyl)-1,2,3,4-tetrahydro-1-methyl-2,4-dioxoquinazoline), Br (hydrobromic acid). Yields the product Br.ClC=1C=CC=C2C(N(C(N(C12)C)=O)C1CCNCC1)=O (8-chloro-1,2,3,4-tetrahydro-1-methyl-2,4-dioxo-3-(4-piperidinyl)quinazoline hydrobromide). As a reaction SMILES: [Cl:1][C:2]1[CH:3]=[CH:4][CH:5]=[C:6]2[C:11]=1[N:10]([CH3:12])[C:9](=[O:13])[N:8]([CH:14]1[CH2:19][CH2:18][N:17](C(OCC)=O)[CH2:16][CH2:15]1)[C:7]2=[O:25].[BrH:26]>>[BrH:26].[Cl:1][C:2]1[CH:3]=[CH:4][CH:5]=[C:6]2[C:11]=1[N:10]([CH3:12])[C:9](=[O:13])[N:8]([CH:14]1[CH2:19][CH2:18][NH:17][CH2:16][CH2:15]1)[C:7]2=[O:25] |f:2.3|. Reported procedure: In 10 ml of 48% hydrobromic acid was dissolved 451.8 mg (1.24 mmol) of 8-chloro-3-(1-ethoxycarbonyl-4-piperidinyl)-1,2,3,4-tetrahydro-1-methyl-2,4-dioxoquinazoline (Compound a) obtained in Reference Example 7, and the solution was heated under reflux for 1 hour. After the solvent was distilled off, ethanol was added to the residue, and the precipitated crystals were collected by filtration to give 119.5 mg of crude 8-chloro-1,2,3,4-tetrahydro-1-methyl-2,4-dioxo-3-(4-piperidinyl)quinazoline hydro...